This data is from the Open Reaction Database (ORD), a public repository of structured organic reaction records. The task is: describe an organic reaction: reactants, conditions, products, and yield Reactants: IC1=CC(=C(C=C1OC)C(C(C)(C)C)O)[N+](=O)[O-] (racemic (R/S)-1-(4-iodo-5-methoxy-2-nitrophenyl)-2,2-dimethyl-1-propanol), [C@]12(C(CC(CC1)C2(C)C)C(=O)Cl)C ((1S)-camphanic chloride). Reagents/catalysts: CN(C)C=1C=CN=CC1 (DMAP). Run in C(Cl)Cl (CH2Cl2), C(Cl)Cl (CH2Cl2). Run at time 8 hour. The product is [C@]12(C(CC(CC1)C2(C)C)C(=O)OC(C(C)(C)C)C2=C(C=C(C(=C2)OC)I)[N+](=O)[O-])C ((R/S)-1-(4-iodo-5-methoxy-2-nitrophenyl)-2,2-dimethyl-1-propyl (1S)-camphanate). The yield is 84.1%. RXN SMILES: [I:1][C:2]1[C:7]([O:8][CH3:9])=[CH:6][C:5]([CH:10]([OH:15])[C:11]([CH3:14])([CH3:13])[CH3:12])=[C:4]([N+:16]([O-:18])=[O:17])[CH:3]=1.[C@:19]12([CH3:31])[C:25]([CH3:27])([CH3:26])[CH:22]([CH2:23][CH2:24]1)[CH2:21][CH:20]2[C:28](Cl)=[O:29]>CN(C1C=CN=CC=1)C.C(Cl)Cl>[C@:19]12([CH3:31])[C:25]([CH3:26])([CH3:27])[CH:22]([CH2:23][CH2:24]1)[CH2:21][CH:20]2[C:28]([O:15][CH:10]([C:5]1[CH:6]=[C:7]([O:8][CH3:9])[C:2]([I:1])=[CH:3][C:4]=1[N+:16]([O-:18])=[O:17])[C:11]([CH3:14])([CH3:13])[CH3:12])=[O:29]. Procedure: To a solution of racemic (R/S)-1-(4-iodo-5-methoxy-2-nitrophenyl)-2,2-dimethyl-1-propanol (395 mg, 1.1 mmol) and DMAP (263 mg, 2.16 mmol) in anhydrous CH2Cl2 (5.0 mL), (1S)-camphanic chloride (Corrie et al., 1992, which is incorporated by reference) (350 mg, 1.62 mmol) was added, and the mixture was stirred overnight at room temperature under a nitrogen atmosphere. The reaction mixture was diluted with CH2Cl2 (50 mL) and washed with saturated NaHCO3 solution (50 mL). The organic phase was dried ... Starting materials: CCCCCC (hexane), C(C)(=O)OCC (ethyl acetate), C1(=CC=C(C=C1)S(=O)(=O)N1C=C(C=C1)CO)C (1-(p-Tolylsulfonyl)-3-pyrrolylmethanol). The reagents and catalysts are [O-2].[O-2].[Mn+4] (Manganese dioxide). The solvent is C(Cl)(Cl)Cl (chloroform). Yields the product C1(=CC=C(C=C1)S(=O)(=O)N1C=C(C=C1)C=O)C (1-(p-Tolylsulfonyl)pyrrole-3-carboxaldehyde). Isolated yield 50.7%. As a reaction SMILES: [C:1]1([CH3:17])[CH:6]=[CH:5][C:4]([S:7]([N:10]2[CH:14]=[CH:13][C:12]([CH2:15][OH:16])=[CH:11]2)(=[O:9])=[O:8])=[CH:3][CH:2]=1.CCCCCC.C(OCC)(=O)C>C(Cl)(Cl)Cl.[O-2].[O-2].[Mn+4]>[C:1]1([CH3:17])[CH:2]=[CH:3][C:4]([S:7]([N:10]2[CH:14]=[CH:13][C:12]([CH:15]=[O:16])=[CH:11]2)(=[O:9])=[O:8])=[CH:5][CH:6]=1 |f:4.5.6|. Reported procedure: Manganese dioxide (100 g) was added to the solution of 11 (14.3 g, 0.057 mol) in 250 mL chloroform and the mixture was refluxed for 12 h. The mixture was then filtered and the filtrate was concentrated under vacuum to afford a yellow oil which subjected to flash chromatography (silica gel, hexane:ethyl acetate=2:1) to afford 12 as a white solid (7.2 g, 51%). 1H NMR (CDCl3, δ/ppm), 9.97 (s, 1H), 7.81 (m, 2H), 7.63 (m, 1H), 7.34 (d, 2H), 7.16 (m, 1H), 6.40 (t, 1H), 2.42 (s, 3H). Starting materials: C1(=CC=CC=C1)O (Phenol), C(=O)([O-])[O-].[Cs+].[Cs+] (Cs2CO3), BrC(C(=O)OCC)CCCC (ethyl 2-bromohexanoate). Conditions: temperature 90 celsius, time 16 hour. RXN SMILES: [C:1]1([OH:7])[CH:6]=[CH:5][CH:4]=[CH:3][CH:2]=1.C([O-])([O-])=O.[Cs+].[Cs+].Br[CH:15]([CH2:21][CH2:22][CH2:23][CH3:24])[C:16]([O:18][CH2:19][CH3:20])=[O:17]>CN(C=O)C>[CH2:19]([O:18][C:16](=[O:17])[CH:15]([O:7][C:1]1[CH:6]=[CH:5][CH:4]=[CH:3][CH:2]=1)[CH2:21][CH2:22][CH2:23][CH3:24])[CH3:20] |f:1.2.3|. Yields the product C(C)OC(C(CCCC)OC1=CC=CC=C1)=O (2-Phenoxyhexanoic acid ethyl ester). Procedure: Phenol (28.5 g, 0.30 mol), Cs2CO3 (197.0 g, 0.61 mol), and ethyl 2-bromohexanoate (0.30 mol) were combined in anhydrous DMF (1000 mL) and stirred at 90° C. under an atmosphere of nitrogen. After 16 h, the DMF was removed in vacuo. The residue was dissolved in ethyl acetate (300 mL) and washed twice with water and once with brine. The organic layer was dried over Na2SO4 and concentrated in vacuo to produce an oil. Solvent: CN(C)C=O (DMF). Reactants: CS(=O)(=O)Cl (methanesulfonyl chloride), N1=CC=CC=C1 (pyridine), OCC1CCCN(C2=C1C=CC=C2)C(C2=CC=C(C=C2)NC(C2=C(C=CC=C2)C)=O)=O (5-Hydroxymethyl-1-[4-(2-methylbenzoylamino)benzoyl]-2,3,4,5-tetrahydro-1H-benzazepine). The solvent is ClCCl.C(C)#N (dichloromethane acetonitrile). Reaction conditions: time 2 hour. Yields the product CS(=O)(=O)OCC1CCCN(C2=C1C=CC=C2)C(C2=CC=C(C=C2)NC(C2=C(C=CC=C2)C)=O)=O (5-methanesulfonyloxymethyl-1-[4-(2-methylbenzoylamino)benzoyl]-2,3,4,5-tetrahydro-1H-benzazepine). As a reaction SMILES: [OH:1][CH2:2][CH:3]1[C:9]2[CH:10]=[CH:11][CH:12]=[CH:13][C:8]=2[N:7]([C:14](=[O:31])[C:15]2[CH:20]=[CH:19][C:18]([NH:21][C:22](=[O:30])[C:23]3[CH:28]=[CH:27][CH:26]=[CH:25][C:24]=3[CH3:29])=[CH:17][CH:16]=2)[CH2:6][CH2:5][CH2:4]1.[CH3:32][S:33](Cl)(=[O:35])=[O:34].N1C=CC=CC=1>ClCCl.C(#N)C>[CH3:32][S:33]([O:1][CH2:2][CH:3]1[C:9]2[CH:10]=[CH:11][CH:12]=[CH:13][C:8]=2[N:7]([C:14](=[O:31])[C:15]2[CH:20]=[CH:19][C:18]([NH:21][C:22](=[O:30])[C:23]3[CH:28]=[CH:27][CH:26]=[CH:25][C:24]=3[CH3:29])=[CH:17][CH:16]=2)[CH2:6][CH2:5][CH2:4]1)(=[O:35])=[O:34] |f:3.4|. Procedure: 5-Hydroxymethyl-1-[4-(2-methylbenzoylamino)benzoyl]-2,3,4,5-tetrahydro-1H-benzazepine (0.70 g) is dissolved in a mixture (30 ml) of dichloromethane/acetonitrile (1:1) and thereto are added methanesulfonyl chloride (0.8 ml) and pyridine (1.0 ml), and the mixture is refluxed with stirring for 2 hours. After cooling, the reaction solution is evaporated under reduced pressure and to the resulting residue is added water and then extracted with ethyl acetate. The extract is washed successively with di...